Dataset: the Open Reaction Database (ORD), a public repository of structured organic reaction records. Task: describe an organic reaction: reactants, conditions, products, and yield The reactants are CN(C)C=O (DMF), C(C(=O)Cl)(=O)Cl (oxalyl chloride), solution, C(C)(=O)OC=1C=C(C(=O)O)C=CC1OC (3-Acetoxy-4-methoxy-benzoic acid), Cl.COC(=O)C1(CC2=CC=CC=C2C1)N (2-amino-indane-2-carboxylic acid methyl ester hydrochloride), C(O)([O-])=O.[Na+] (sodium hydrogencarbonate). The solvent is C(Cl)Cl (DCM), C(Cl)Cl (DCM), CC(OCC)=O (EA). Conditions: time 20 minute. Product: COC(=O)C1(CC2=CC=CC=C2C1)NC(C1=CC(=C(C=C1)OC)OC(C)=O)=O (2-(3-Acetoxy-4-methoxy-benzoylamino)-indane-2-carboxylic acid methyl ester). Yield: 98.1%. As a reaction SMILES: [C:1]([O:4][C:5]1[CH:6]=[C:7]([CH:11]=[CH:12][C:13]=1[O:14][CH3:15])[C:8]([OH:10])=O)(=[O:3])[CH3:2].CN(C=O)C.C(Cl)(=O)C(Cl)=O.Cl.[CH3:28][O:29][C:30]([C:32]1([NH2:41])[CH2:40][C:39]2[C:34](=[CH:35][CH:36]=[CH:37][CH:38]=2)[CH2:33]1)=[O:31].C(=O)([O-])O.[Na+]>C(Cl)Cl.CC(=O)OCC>[CH3:28][O:29][C:30]([C:32]1([NH:41][C:8](=[O:10])[C:7]2[CH:11]=[CH:12][C:13]([O:14][CH3:15])=[C:5]([O:4][C:1](=[O:3])[CH3:2])[CH:6]=2)[CH2:40][C:39]2[C:34](=[CH:35][CH:36]=[CH:37][CH:38]=2)[CH2:33]1)=[O:31] |f:3.4,5.6|. Procedure details: 3-Acetoxy-4-methoxy-benzoic acid (5.00 g, 23.8 mmol) was dissolved in DCM (50 ml). DMF (167 mg, 2.38 mmol) and oxalyl chloride (35.6 ml of a 2 M solution in DCM) were added at room temperature. The mixture was stirred for 20 min, evaporated to dryness in vacuo, the residue redissolved in DCM and evaporated again. The residue was dissolved in DCM and slowly added to a stirred mixture of 2-amino-indane-2-carboxylic acid methyl ester hydrochloride (5.42 g, 23.8 mmol), EA and an excess of a saturate... Starting materials: [OH-].[K+] (potassium hydroxide), ClC=C1COC2=C(C=C1)C=C(C=C2)C(=O)OC (methyl 3-(chloromethylene)-2,3-dihydro-1-benzoxepin-7-carboxylate), Cl (hydrochloric acid). The solvent is C(C)O (ethanol). Yields the product ClC=C1COC2=C(C=C1)C=C(C=C2)C(=O)O (3-(chloromethylene)-2,3-dihydro-1-benzoxepin-7-carboxylic acid). Isolated yield 63.4%. As a reaction SMILES: [OH-].[K+].[Cl:3][CH:4]=[C:5]1[CH:11]=[CH:10][C:9]2[CH:12]=[C:13]([C:16]([O:18]C)=[O:17])[CH:14]=[CH:15][C:8]=2[O:7][CH2:6]1.Cl>C(O)C>[Cl:3][CH:4]=[C:5]1[CH:11]=[CH:10][C:9]2[CH:12]=[C:13]([C:16]([OH:18])=[O:17])[CH:14]=[CH:15][C:8]=2[O:7][CH2:6]1 |f:0.1|. Reported procedure: 145 mg (2.6 mmol) of potassium hydroxide pellets are added to 0.5 g (2 mmol) of methyl 3-(chloromethylene)-2,3-dihydro-1-benzoxepin-7-carboxylate, prepared according to example 32, in solution in 8 ml of 80% aqueous ethanol, and the medium is brought to reflux for 3 hours. After cooling, the medium is brought to acidity by addition of 1N hydrochloric acid. The precipitate is filtered off and then washed with diisopropyl ether to provide 300 mg (63%) of 3-(chloromethylene)-2,3-dihydro-1-benzoxepi... The reactants are CC(Cl)c1cccnc1, NCC[C@@H]8CCCN9[C@@H]8CCCC9. The reagents and catalysts are O=C([O-])[O-].[Cs+].[Cs+] (cesium carbonate), [I-].[K+] (potassium iodide). The solvent is CN(C)C=O (DMF), CN(C)C=O (dmf), CN(C)C=O (DMF). Conditions: temperature 70 celsius, time 16 hour. The product is CC(C%13=CC=CN=C%13)NCC[C@@H]%14CCCN%15[C@@H]%14CCCC%15. The reactants are O[C@@H]1[C@]2(C)[C@@H](CC1)[C@@H]1CCC3=CCCC[C@]3(C=O)[C@H]1CC2 (17β-hydroxy-4-androsten-19-one), C[C@H]1CCC=C2CC[C@H]3[C@@H]4CC[C@@H]([C@@]4(C)CC[C@@H]3[C@@]12C=O)O[Si](C)(C)C (1α-methyl-17β-trimethylsiloxy-4-androsten-19-one). Yields the product C[Si](O[C@@H]1[C@]2(C)[C@@H](CC1)[C@@H]1CCC3=CCCC[C@]3(C=O)[C@H]1CC2)(C)C (17β-trimethylsiloxy-4-androsten-19-one). Reaction SMILES: O[C@H]1CC[C@H]2[C@H]3[C@H](CC[C@]12C)[C@]1(C=O)C(=CCCC1)CC3.C[C@@H:23]1[C@@:40]2([CH:41]=[O:42])[C:27]([CH2:28][CH2:29][C@@H:30]3[C@@H:39]2[CH2:38][CH2:37][C@@:35]2([CH3:36])[C@H:31]3[CH2:32][CH2:33][C@@H:34]2[O:43][Si:44]([CH3:47])([CH3:46])[CH3:45])=[CH:26][CH2:25][CH2:24]1>>[CH3:46][Si:44]([CH3:45])([CH3:47])[O:43][C@H:34]1[CH2:33][CH2:32][C@H:31]2[C@H:30]3[C@H:39]([CH2:38][CH2:37][C@:35]12[CH3:36])[C@:40]1([CH:41]=[O:42])[C:27](=[CH:26][CH2:25][CH2:24][CH2:23]1)[CH2:28][CH2:29]3. Procedure details: Substituting 17β-hydroxy-4-androsten-19-one for the 17β-hydroxy-1α-methyl-4-androsten-19-one above results in the formation of 17β-trimethylsiloxy-4-androsten-19-one.